From a dataset of the Open Reaction Database (ORD), a public repository of structured organic reaction records. describe an organic reaction: reactants, conditions, products, and yield Reactants: RH(COD)2BF4, ClC=1C=C2C(=NC1)C=CC1=C(C2=O)C=C(C=C1)C=C (3-chloro-7-vinyl-5H-benzo[4,5]cyclohepta[1,2-b]pyridin-5-one), B1C2CCCC1CCC2 (9-BBN). Solvent: O1CCCC1 (tetrahydrofuran). Conditions: temperature 0 celsius, time 8 hour. The product is ClC=1C=C2C(=NC1)C=CC1=C(C2O)C=C(C=C1)CC (3-chloro-7-ethyl-5H-benzo[4,5]cyclohepta[1,2-b]pyridin-5-ol). As a reaction SMILES: [Cl:1][C:2]1[CH:3]=[C:4]2[C:12](=[O:13])[C:11]3[CH:14]=[C:15]([CH:18]=[CH2:19])[CH:16]=[CH:17][C:10]=3[CH:9]=[CH:8][C:5]2=[N:6][CH:7]=1.B1C2CCCC1CCC2>O1CCCC1>[Cl:1][C:2]1[CH:3]=[C:4]2[CH:12]([OH:13])[C:11]3[CH:14]=[C:15]([CH2:18][CH3:19])[CH:16]=[CH:17][C:10]=3[CH:9]=[CH:8][C:5]2=[N:6][CH:7]=1. Procedure details: 3-chloro-7-vinyl-5H-benzo[4,5]cyclohepta[1,2-b]pyridin-5-one (20 mg, 0.075 mmol) was dissolved in 1 mL of tetrahydrofuran. RH(COD)2BF4 (3 mg, 0.007 mmol) was added followed by a dropwise addition of 9-BBN (0.44 mL of 0.5 M in THF, 0.22 mmol) and the reaction was stirred overnight. The reaction was cooled to 0° C. and quenched by the simultaneous addition of 1M sodium hydroxide (2.5 ml) and 30% aqueous hydrogen peroxide (0.75 mL) and stirred for 5 hours. The resulting solution was poured into eth... Starting materials: C(=O)(C(F)(F)F)O (TFA), C(#N)CC1(CN(C1)C1=CC(=C(C(=O)N[C@H](C(F)(F)F)C)C=C1F)F)N1N=CC(=C1)B1OC(C(O1)(C)C)(C)C (4-{3-(cyanomethyl)-3-[4-(4,4,5,5-tetramethyl-1,3,2-dioxaborolan-2-yl)-1H-pyrazol-1-yl]azetidin-1-yl}-2,5-difluoro-N-[(1S)-2,2,2-trifluoro-1-methylethyl]benzamide), BrC=1C(=NNC1)CO ((4-bromo-1H-pyrazol-3-yl)methanol). The product is FC(C(=O)O)(F)F.C(#N)CC1(CN(C1)C1=CC(=C(C(=O)N[C@H](C(F)(F)F)C)C=C1F)F)N1N=CC(=C1)C=1C(=NNC1)CO (4-{3-(Cyanomethyl)-3-[3′-(hydroxymethyl)-1H,1′H-4,4′-bipyrazol-1-yl]azetidin-1-yl}-2,5-difluoro-N-[(1S)-2,2,2-trifluoro-1-methylethyl]benzamide trifluoroacetate). Reaction SMILES: [C:1]([OH:7])([C:3]([F:6])([F:5])[F:4])=[O:2].[C:8]([CH2:10][C:11]1([N:32]2[CH:36]=[C:35](B3OC(C)(C)C(C)(C)O3)[CH:34]=[N:33]2)[CH2:14][N:13]([C:15]2[C:29]([F:30])=[CH:28][C:18]([C:19]([NH:21][C@@H:22]([CH3:27])[C:23]([F:26])([F:25])[F:24])=[O:20])=[C:17]([F:31])[CH:16]=2)[CH2:12]1)#[N:9].Br[C:47]1[C:48]([CH2:52][OH:53])=[N:49][NH:50][CH:51]=1>>[F:4][C:3]([F:6])([F:5])[C:1]([OH:7])=[O:2].[C:8]([CH2:10][C:11]1([N:32]2[CH:36]=[C:35]([C:47]3[C:48]([CH2:52][OH:53])=[N:49][NH:50][CH:51]=3)[CH:34]=[N:33]2)[CH2:12][N:13]([C:15]2[C:29]([F:30])=[CH:28][C:18]([C:19]([NH:21][C@@H:22]([CH3:27])[C:23]([F:26])([F:24])[F:25])=[O:20])=[C:17]([F:31])[CH:16]=2)[CH2:14]1)#[N:9] |f:3.4|. Procedure details: This compound was prepared as TFA salt by using procedures analogous to those described for the synthesis of Example 4, Step 6 starting from 4-{3-(cyanomethyl)-3-[4-(4,4,5,5-tetramethyl-1,3,2-dioxaborolan-2-yl)-1H-pyrazol-1-yl]azetidin-1-yl}-2,5-difluoro-N-[(1S)-2,2,2-trifluoro-1-methylethyl]benzamide and (4-bromo-1H-pyrazol-3-yl)methanol. LCMS calculated for C22H21F5N7O2 (M+1)+: m/z=510.2. Found: 510.0. Starting materials: COCCO (ethylene glycol monomethyl ether), [H-].[Na+] (sodium hydride), ClC1=NC2=CC=C(C=C2C(=N1)NCC1=CC2=C(C=C1)OCO2)Cl (2,6-dichloro-4-(3,4-methylenedioxybenzyl)aminoquinazoline), COCCO (ethylene glycol monomethyl ether). The solvent is O (water). Run at temperature 100 celsius. The product is COCCOC1=NC2=CC=C(C=C2C(=N1)NCC1=CC2=C(C=C1)OCO2)Cl (2-(2-Methoxyethoxy)-4-(3,4-methylenedioxybenzyl)amino-6-chloroquinazoline). Yield: 75.0%. RXN SMILES: [CH3:1][O:2][CH2:3][CH2:4][OH:5].[H-].[Na+].Cl[C:9]1[N:18]=[C:17]([NH:19][CH2:20][C:21]2[CH:26]=[CH:25][C:24]3[O:27][CH2:28][O:29][C:23]=3[CH:22]=2)[C:16]2[C:11](=[CH:12][CH:13]=[C:14]([Cl:30])[CH:15]=2)[N:10]=1>O>[CH3:1][O:2][CH2:3][CH2:4][O:5][C:9]1[N:18]=[C:17]([NH:19][CH2:20][C:21]2[CH:26]=[CH:25][C:24]3[O:27][CH2:28][O:29][C:23]=3[CH:22]=2)[C:16]2[C:11](=[CH:12][CH:13]=[C:14]([Cl:30])[CH:15]=2)[N:10]=1 |f:1.2|. Procedure: A mixture comprising 20 ml of ethylene glycol monomethyl ether and 70 mg of 55% sodium hydride was heated to 100° C., followed by the addition of a mixture comprising 500 mg of 2,6-dichloro-4-(3,4-methylenedioxybenzyl)aminoquinazoline and 5 ml of ethylene glycol monomethyl ether. The obtained mixture was heated under reflux for 2 hours and poured into 50 ml of water. The obtained mixture was extracted with 50 ml of ethyl acetate twice. The organic layers were together washed with 70 ml of an aqu... The reactants are ClC=1C=C(C=CC1Cl)SCCCCOC=1C=CC2=C(C(OC(N2)=O)(C)C)C1 (6-[4-(3,4-dichloro-phenylmercapto)-butoxy]-4,4-dimethyl-4H-3,1-benzoxazin-2-one), OO (hydrogen peroxide). Product: ClC=1C=C(C=CC1Cl)S(=O)CCCCOC=1C=CC2=C(C(OC(N2)=O)(C)C)C1 (6-[4-(3,4-Dichloro-phenylsulfinyl)-butoxy]-4,4-dimethyl-4H-3,1-benzoxazin-2-one). Reaction SMILES: [Cl:1][C:2]1[CH:3]=[C:4]([S:9][CH2:10][CH2:11][CH2:12][CH2:13][O:14][C:15]2[CH:16]=[CH:17][C:18]3[NH:23][C:22](=[O:24])[O:21][C:20]([CH3:26])([CH3:25])[C:19]=3[CH:27]=2)[CH:5]=[CH:6][C:7]=1[Cl:8].[OH:28]O>>[Cl:1][C:2]1[CH:3]=[C:4]([S:9]([CH2:10][CH2:11][CH2:12][CH2:13][O:14][C:15]2[CH:16]=[CH:17][C:18]3[NH:23][C:22](=[O:24])[O:21][C:20]([CH3:25])([CH3:26])[C:19]=3[CH:27]=2)=[O:28])[CH:5]=[CH:6][C:7]=1[Cl:8]. Procedure details: Prepared analogously to Example 2 from 6-[4-(3,4-dichloro-phenylmercapto)-butoxy]-4,4-dimethyl-4H-3,1-benzoxazin-2-one and hydrogen peroxide. Reactants: NC1=C(C2=C(S1)CC(CC2)C(=O)OCC)C(C2=CC=CC=C2)=O (2-amino-3-benzoyl-6-ethoxycarbonyl-4,5,6,7-tetrahydrobenzo[b]thiophene), cuprous iodide, ICI (diiodomethane), N(=O)OCCC(C)C (isopentyl nitrite), [BH4-].[Na+] (sodium borohydride), crude product. The solvent is O1CCCC1 (tetrahydrofuran), C(C)O (ethanol), C(C)(=O)OCC (ethyl acetate). Conditions: time 1 hour. Product: OC(C1=CC=CC=C1)C=1C2=C(SC1)CC(CC2)C(=O)OCC (3-(α-Hydroxybenzyl)-6-ethoxycarbonyl-4,5,6,7-tetrahydrobenzo[b]thiophene). Isolated yield 54.2%. RXN SMILES: N[C:2]1[S:6][C:5]2[CH2:7][CH:8]([C:11]([O:13][CH2:14][CH3:15])=[O:12])[CH2:9][CH2:10][C:4]=2[C:3]=1[C:16](=[O:23])[C:17]1[CH:22]=[CH:21][CH:20]=[CH:19][CH:18]=1.ICI.N(OCCC(C)C)=O.[BH4-].[Na+]>C(O)C.C(OCC)(=O)C.O1CCCC1>[OH:23][CH:16]([C:3]1[C:4]2[CH2:10][CH2:9][CH:8]([C:11]([O:13][CH2:14][CH3:15])=[O:12])[CH2:7][C:5]=2[S:6][CH:2]=1)[C:17]1[CH:18]=[CH:19][CH:20]=[CH:21][CH:22]=1 |f:3.4|. Reported procedure: A mixture of 21.5 g of 2-amino-3-benzoyl-6-ethoxycarbonyl-4,5,6,7-tetrahydrobenzo[b]thiophene, 12.5 g of cuprous iodide, 26.3 ml of diiodomethane, 26.3 ml of isopentyl nitrite and 250 ml of tetrahydrofuran was heated under reflux for 1.5 hours. After cooling as it was, 500 ml of ethyl acetate was added to the reaction solution. The insoluble matters were filtered off, the mixture was subjected to silica gel column chromatography, and eluted with hexane and then with hexane/ethyl acetate (10:1), ... Starting materials: FC(C1=CC=C(CN)C=C1)(F)F (4-(Trifluoromethyl)benzylamine), Cl (hydrochloric acid), COC(=O)C1=C(COC2=CC=C(C=C2)CC(=O)O)C=CC=C1 ((4-{[2-(Methoxycarbonyl)benzyl]oxy}phenyl)acetic acid), C(CCl)Cl (EDC). Reagents/catalysts: CN(C)C=1C=CN=CC1 (DMAP). Solvent: O (water), C(Cl)Cl (DCM). Conditions: time 8 hour. The product is O=C(CC1=CC=C(OCC2=C(C(=O)OC)C=CC=C2)C=C1)NCC1=CC=C(C=C1)C(F)(F)F (Methyl 2-{[4(2-oxo-2-{[4-(trifluoromethyl)benzyl]amino}ethyl)phenoxy]methyl}-benzoate). The yield is 95.0%. Reaction SMILES: [CH3:1][O:2][C:3]([C:5]1[CH:22]=[CH:21][CH:20]=[CH:19][C:6]=1[CH2:7][O:8][C:9]1[CH:14]=[CH:13][C:12]([CH2:15][C:16]([OH:18])=O)=[CH:11][CH:10]=1)=[O:4].[F:23][C:24]([F:34])([F:33])[C:25]1[CH:32]=[CH:31][C:28]([CH2:29][NH2:30])=[CH:27][CH:26]=1.C(Cl)CCl.Cl>C(Cl)Cl.CN(C1C=CN=CC=1)C.O>[O:18]=[C:16]([NH:30][CH2:29][C:28]1[CH:27]=[CH:26][C:25]([C:24]([F:23])([F:33])[F:34])=[CH:32][CH:31]=1)[CH2:15][C:12]1[CH:11]=[CH:10][C:9]([O:8][CH2:7][C:6]2[CH:19]=[CH:20][CH:21]=[CH:22][C:5]=2[C:3]([O:2][CH3:1])=[O:4])=[CH:14][CH:13]=1. Procedure: (4-{[2-(Methoxycarbonyl)benzyl]oxy}phenyl)acetic acid (50 mg, 0.167 mmol) was dissolved in DCM (2 ml), 4-(Trifluoromethyl)benzylamine (35 mg, 0.2 mmol) was added, then EDC (38 mg, 0.2 mmol) was added and then DMAP (24.4 mg, 0.2 mmol) was added. The mixture was stirred at room temperature overnight. 1% hydrochloric acid (1 ml) and water (1 ml) was added into the mixture. The two phases were separated using a Whatman Filter Tube. The obtained organic solution was evaporated in vacuum and the solid... Starting materials: CC#N, CC(C)OC(C)C, Clc1ccc(C2=NNCC2c2ccccc2)cc1, O=S(=O)(CCCl)c1cccc(C(F)(F)F)c1, Cc1cc(C)nc(C)c1. Product: O=S(=O)(CCN1CC(c2ccccc2)C(c2ccc(Cl)cc2)=N1)c1cccc(C(F)(F)F)c1. Reaction SMILES: [CH3:51][C:52]#[N:53].[CH:44]([O:45][CH:46]([CH3:47])[CH3:48])([CH3:49])[CH3:50].[Cl:1][c:2]1[cH:3][cH:4][c:5]([C:8]2=[N:9][NH:10][CH2:11][CH:12]2[c:13]2[cH:14][cH:15][cH:16][cH:17][cH:18]2)[cH:6][cH:7]1.[F:28][C:29]([c:30]1[cH:31][c:32]([S:36](=[O:37])(=[O:38])[CH2:39][CH2:40][Cl:41])[cH:33][cH:34][cH:35]1)([F:42])[F:43].[n:19]1[c:20]([CH3:21])[cH:22][c:23]([CH3:24])[cH:25][c:26]1[CH3:27]>>[Cl:1][c:2]1[cH:3][cH:4][c:5]([C:8]2=[N:9][N:10]([CH2:40][CH2:39][S:36]([c:32]3[cH:31][c:30]([C:29]([F:28])([F:42])[F:43])[cH:35][cH:34][cH:33]3)(=[O:37])=[O:38])[CH2:11][CH:12]2[c:13]2[cH:14][cH:15][cH:16][cH:17][cH:18]2)[cH:6][cH:7]1.